Task: describe an organic reaction: reactants, conditions, products, and yield. Dataset: the Open Reaction Database (ORD), a public repository of structured organic reaction records Reaction SMILES: [CH2:18]([Cl:19])[Cl:20].[Cl:12][S:13](=[O:14])(=[O:15])[OH:16].[Cl:1][CH2:2][CH2:3][c:4]1[cH:5][cH:6][c:7]([O:10][CH3:11])[cH:8][cH:9]1.[NH3:17]>>[Cl:1][CH2:2][CH2:3][c:4]1[cH:5][c:6]([NH:17][SH:13](=[O:14])=[O:16])[c:7]([O:10][CH3:11])[cH:8][cH:9]1. The product is COc1ccc(CCCl)cc1N[SH](=O)=O. The reactants are ClCCl, O=S(=O)(O)Cl, COc1ccc(CCCl)cc1, N. The reactants are ClC1=CC(=C(CN2N=CC3=CC(=CC=C23)C=C2C(N=C(S2)SCC)=O)C=C1)C(F)(F)F (5-[1-(4-Chloro-2-trifluoromethyl-benzyl)-1H-indazol-5-ylmethylene]-2-ethylsulfanyl-thiazol-4-one), C(C)(C)(C)OC(=O)N1CC(C(CC1)NC)F (3-Fluoro-4-methylamino-piperidine-1-carboxylic acid tert-butyl ester). Yields the product C(C)(C)(C)OC(=O)N1CC(C(CC1)N(C)C=1SC(C(N1)=O)=CC=1C=C2C=NN(C2=CC1)CC1=C(C=C(C=C1)Cl)C(F)(F)F)F (4-({5-[1-(4-Chloro-2-trifluoromethyl-benzyl)-1H-indazol-5-ylmethylene]-4-oxo-4,5-dihydro-thiazol-2-yl}-methyl-amino)-3-fluoro-piperidine-1-carboxylic acid tert-butyl ester). As a reaction SMILES: [Cl:1][C:2]1[CH:27]=[CH:26][C:5]([CH2:6][N:7]2[C:15]3[C:10](=[CH:11][C:12]([CH:16]=[C:17]4[S:21][C:20](SCC)=[N:19][C:18]4=[O:25])=[CH:13][CH:14]=3)[CH:9]=[N:8]2)=[C:4]([C:28]([F:31])([F:30])[F:29])[CH:3]=1.[C:32]([O:36][C:37]([N:39]1[CH2:44][CH2:43][CH:42]([NH:45][CH3:46])[CH:41]([F:47])[CH2:40]1)=[O:38])([CH3:35])([CH3:34])[CH3:33]>>[C:32]([O:36][C:37]([N:39]1[CH2:44][CH2:43][CH:42]([N:45]([C:20]2[S:21][C:17](=[CH:16][C:12]3[CH:11]=[C:10]4[C:15](=[CH:14][CH:13]=3)[N:7]([CH2:6][C:5]3[CH:26]=[CH:27][C:2]([Cl:1])=[CH:3][C:4]=3[C:28]([F:29])([F:31])[F:30])[N:8]=[CH:9]4)[C:18](=[O:25])[N:19]=2)[CH3:46])[CH:41]([F:47])[CH2:40]1)=[O:38])([CH3:35])([CH3:34])[CH3:33]. Procedure details: 4-({5-[1-(4-Chloro-2-trifluoromethyl-benzyl)-1H-indazol-5-ylmethylene]-4-oxo-4,5-dihydro-thiazol-2-yl}-methyl-amino)-3-fluoro-piperidine-1-carboxylic acid tert-butyl ester was prepared from 5-[1-(4-Chloro-2-trifluoromethyl-benzyl)-1H-indazol-5-ylmethylene]-2-ethylsulfanyl-thiazol-4-one and 3-Fluoro-4-methylamino-piperidine-1-carboxylic acid tert-butyl ester (compound described in J. Med. Chem. 2008, 51, 4239-4252) following General Procedure C.